Task: describe an organic reaction: reactants, conditions, products, and yield. Dataset: the Open Reaction Database (ORD), a public repository of structured organic reaction records Reactants: ClCCCl (1,2-dichloroethane), N1C=C(C2=CC=CC=C12)CN (C-(1H-Indol-3-yl)-methylamine), CN(C1(CCC(CC1)C=O)C1=CC=CC=C1)C (4-dimethylamino-4-phenylcyclohexanecarbaldehyde), C(C)(=O)O[BH-](OC(C)=O)OC(C)=O.[Na+] (Sodium triacetoxyborohydride). Run at time 24 hour. Product: Cl.Cl.N1C=C(C2=CC=CC=C12)CNCC1CCC(CC1)(C1=CC=CC=C1)N(C)C ((4-{[(1H-indol-3-ylmethyl)amino]methyl}-1-phenylcyclohexyl)dimethylamine dihydrochloride). RXN SMILES: [NH:1]1[C:9]2[C:4](=[CH:5][CH:6]=[CH:7][CH:8]=2)[C:3]([CH2:10][NH2:11])=[CH:2]1.[CH3:12][N:13]([CH3:28])[C:14]1([C:22]2[CH:27]=[CH:26][CH:25]=[CH:24][CH:23]=2)[CH2:19][CH2:18][CH:17]([CH:20]=O)[CH2:16][CH2:15]1.C(O[BH-](OC(=O)C)OC(=O)C)(=O)C.[Na+].[Cl:43]CCCl>>[ClH:43].[ClH:43].[NH:1]1[C:9]2[C:4](=[CH:5][CH:6]=[CH:7][CH:8]=2)[C:3]([CH2:10][NH:11][CH2:20][CH:17]2[CH2:16][CH2:15][C:14]([N:13]([CH3:12])[CH3:28])([C:22]3[CH:23]=[CH:24][CH:25]=[CH:26][CH:27]=3)[CH2:19][CH2:18]2)=[CH:2]1 |f:2.3,5.6.7|. Procedure: C-(1H-Indol-3-yl)-methylamine (292 mg, 2 mmol.) and 4-dimethylamino-4-phenylcyclohexanecarbaldehyde (463 mg, 2 mmol.) were dissolved, under argon, in abs. 1,2-dichloroethane (20 ml). Sodium triacetoxyborohydride (600 mg, 2.8 mmol.) was added to this mixture, and stirring was carried out for 24 h at RT. For working up, the mixture was concentrated and 1M HCl (20 ml) and ether (40 ml) were added thereto. The aqueous phase was washed with ether (2×20 ml), adjusted to pH 11 with 5M NaOH, diluted wit... The reactants are [Br-], O=C(O)CCCCC[P+](c1ccccc1)(c1ccccc1)c1ccccc1, CCCOc1ccc(C=O)cc1, C1CCOC1. Product: CCCOc1ccc(C=CCCCCC(=O)O)cc1. As a reaction SMILES: [Br-:13].[C:14](=[O:15])([OH:16])[CH2:17][CH2:18][CH2:19][CH2:20][CH2:21][P+:22]([c:23]1[cH:24][cH:25][cH:26][cH:27][cH:28]1)([c:29]1[cH:30][cH:31][cH:32][cH:33][cH:34]1)[c:35]1[cH:36][cH:37][cH:38][cH:39][cH:40]1.[CH2:1]([CH2:2][CH3:3])[O:4][c:5]1[cH:6][cH:7][c:8]([CH:9]=[O:10])[cH:11][cH:12]1.[CH2:41]1[O:42][CH2:43][CH2:44][CH2:45]1>>[CH2:1]([CH2:2][CH3:3])[O:4][c:5]1[cH:6][cH:7][c:8]([CH:9]=[CH:21][CH2:20][CH2:19][CH2:18][CH2:17][C:14](=[O:15])[OH:16])[cH:11][cH:12]1. Starting materials: BrC1=C(C=CC(=C1)F)C1N=C(NC(=C1C(=O)OC)CBr)C=1SC=CN1 (Methyl 4-(2-bromo-4-fluorophenyl)-6-(bromomethyl)-2-(thiazol-2-yl)-1,4-dihydropyrimidine-5-carboxylate), N1[C@@H](COCC1)C(=O)O ((S)-morpholine-3-carboxylic acid). The product is BrC1=C(C=CC(=C1)F)C1C(=C(NC(=N1)C=1SC=CN1)CN1[C@@H](COCC1)C(=O)O)C(=O)OC ((3S)-4-((6-(2-bromo-4-fluorophenyl)-5-(methoxycarbonyl)-2-(thiazol-2-yl)-3,6-dihydropyrimidin-4-yl)methyl)morpholine-3-carboxylic acid). Yield: 83.1%. Reaction SMILES: [Br:1][C:2]1[CH:7]=[C:6]([F:8])[CH:5]=[CH:4][C:3]=1[CH:9]1[C:14]([C:15]([O:17][CH3:18])=[O:16])=[C:13]([CH2:19]Br)[NH:12][C:11]([C:21]2[S:22][CH:23]=[CH:24][N:25]=2)=[N:10]1.[NH:26]1[CH2:31][CH2:30][O:29][CH2:28][C@H:27]1[C:32]([OH:34])=[O:33]>>[Br:1][C:2]1[CH:7]=[C:6]([F:8])[CH:5]=[CH:4][C:3]=1[CH:9]1[N:10]=[C:11]([C:21]2[S:22][CH:23]=[CH:24][N:25]=2)[NH:12][C:13]([CH2:19][N:26]2[CH2:31][CH2:30][O:29][CH2:28][C@H:27]2[C:32]([OH:34])=[O:33])=[C:14]1[C:15]([O:17][CH3:18])=[O:16]. Reported procedure: Methyl 4-(2-bromo-4-fluorophenyl)-6-(bromomethyl)-2-(thiazol-2-yl)-1,4-dihydropyrimidine-5-carboxylate (1.65 g, 3.37 mmol) was reacted with (S)-morpholine-3-carboxylic acid (0.44 g, 3.37 mmol) according to the procedure as described in Example 28 to give the title compound as a yellow solid (1.51 g, 83%). The compound was characterized by the following spectroscopic data: Reactants: Cc1nc2sccn2c1C(=O)NCC1CC2CC2N1, O=C(O)c1ccccc1-c1cccc(Cl)c1. The product is Cc1nc2sccn2c1C(=O)NCC1CC2CC2N1C(=O)c1ccccc1-c1cccc(Cl)c1. As a reaction SMILES: [CH:1]12[NH:2][CH:3]([CH2:7][NH:8][C:9](=[O:10])[c:11]3[c:12]([CH3:19])[n:13][c:14]4[s:15][cH:16][cH:17][n:18]34)[CH2:4][CH:5]1[CH2:6]2.[Cl:20][c:21]1[cH:22][c:23](-[c:27]2[c:28]([C:33](=[O:34])[OH:35])[cH:29][cH:30][cH:31][cH:32]2)[cH:24][cH:25][cH:26]1>>[CH:1]12[N:2]([C:33]([c:28]3[c:27](-[c:23]4[cH:22][c:21]([Cl:20])[cH:26][cH:25][cH:24]4)[cH:32][cH:31][cH:30][cH:29]3)=[O:34])[CH:3]([CH2:7][NH:8][C:9](=[O:10])[c:11]3[c:12]([CH3:19])[n:13][c:14]4[s:15][cH:16][cH:17][n:18]34)[CH2:4][CH:5]1[CH2:6]2. The reactants are CS(=O)(=O)O, CC(C)N(CCC(O)c1ccccc1)C(C)C, COC(=O)c1ccc(O)cc1. Yields the product COC(=O)c1ccc(O)c(C(CCN(C(C)C)C(C)C)c2ccccc2)c1. As a reaction SMILES: [CH3:29][S:30](=[O:31])(=[O:32])[OH:33].[CH:12]([CH3:13])([CH3:14])[N:15]([CH2:16][CH2:17][CH:18]([OH:19])[c:20]1[cH:21][cH:22][cH:23][cH:24][cH:25]1)[CH:26]([CH3:27])[CH3:28].[OH:1][c:2]1[cH:3][cH:4][c:5]([C:6](=[O:7])[O:8][CH3:9])[cH:10][cH:11]1>>[OH:1][c:2]1[cH:3][cH:4][c:5]([C:6](=[O:7])[O:8][CH3:9])[cH:10][c:11]1[CH:18]([CH2:17][CH2:16][N:15]([CH:12]([CH3:13])[CH3:14])[CH:26]([CH3:27])[CH3:28])[c:20]1[cH:21][cH:22][cH:23][cH:24][cH:25]1. Product: COCCOc1ccc(N)c([N+](=O)[O-])c1. The reactants are CCCCP(CCCC)CCCC, COCCO, O=C(N=NC(=O)N1CCCCC1)N1CCCCC1, C1CCOC1, Nc1ccc(O)cc1[N+](=O)[O-]. RXN SMILES: [CH2:17]([P:18]([CH2:19][CH2:20][CH2:21][CH3:22])[CH2:23][CH2:24][CH2:25][CH3:26])[CH2:27][CH2:28][CH3:29].[CH3:12][O:13][CH2:14][CH2:15][OH:16].[N:30]([C:31]([N:32]1[CH2:33][CH2:34][CH2:35][CH2:36][CH2:37]1)=[O:38])=[N:39][C:40]([N:41]1[CH2:42][CH2:43][CH2:44][CH2:45][CH2:46]1)=[O:47].[O:48]1[CH2:49][CH2:50][CH2:51][CH2:52]1.[OH:1][c:2]1[cH:3][c:4]([N+:9](=[O:10])[O-:11])[c:5]([NH2:6])[cH:7][cH:8]1>>[O:1]([c:2]1[cH:3][c:4]([N+:9](=[O:10])[O-:11])[c:5]([NH2:6])[cH:7][cH:8]1)[CH2:15][CH2:14][O:13][CH3:12]. Starting materials: 1-l, C(C)(=O)OC(C)=O (acetic anhydride), [OH-].[Na+] (NaOH), Br.OC1=CC=C(CC(C)N)C=C1 (rac. 4-hydroxy-alpha-methylphenethylamine hydrobromide), O (water), C(C)(=O)OCC (ethyl acetate). As a reaction SMILES: Br.[OH:2][C:3]1[CH:12]=[CH:11][C:6]([CH2:7][CH:8]([NH2:10])[CH3:9])=[CH:5][CH:4]=1.O.[C:14](OC(=O)C)(=[O:16])[CH3:15].[OH-].[Na+].[C:23](OCC)(=[O:25])[CH3:24]>>[C:14]([O:2][C:3]1[CH:4]=[CH:5][C:6]([CH2:7][CH:8]([NH:10][C:23](=[O:25])[CH3:24])[CH3:9])=[CH:11][CH:12]=1)(=[O:16])[CH3:15] |f:0.1,4.5|. Reported procedure: In a 1-l. flask, flushed with nitrogen and provided with a stirrer, thermometer, two dropping funnels, and a nitrogen inlet tube was placed a solution of 46.4 g. (0.2 moles) of rac. 4-hydroxy-alpha-methylphenethylamine hydrobromide in 100 ml. of water. The flask was cooled in an ice bath, and when the temperature reached 5° C., 40 ml. of acetic anhydride (0.395 moles) and 440 ml. of 2N NaOH were added simultaneously from the two dropping funnels at approximately equivalent rates, maintaining the... Solvent: petroleum ether. Conditions: temperature 5 celsius, time 4 hour. The product is C(C)(=O)OC1=CC=C(CC(C)NC(C)=O)C=C1 (rac. N-(4-Acetoxy-alpha-methylphenethyl)acetamide).